This data is from the Open Reaction Database (ORD), a public repository of structured organic reaction records. The task is: describe an organic reaction: reactants, conditions, products, and yield The reactants are CC(=O)O, CN(C)C=O, O, c1ccncc1, N#Cc1ccc2c(C=Cc3ccncc3)n[nH]c2c1. Yields the product O=Cc1ccc2c(C=Cc3ccncc3)n[nH]c2c1. RXN SMILES: [CH3:26][C:27]([OH:28])=[O:29].[O:30]=[CH:31][N:32]([CH3:33])[CH3:34].[OH2:35].[cH:20]1[cH:21][cH:22][n:23][cH:24][cH:25]1.[n:1]1[cH:2][cH:3][c:4]([CH:7]=[CH:8][c:9]2[n:10][nH:11][c:12]3[cH:13][c:14]([C:18]#[N:19])[cH:15][cH:16][c:17]23)[cH:5][cH:6]1>>[n:1]1[cH:2][cH:3][c:4]([CH:7]=[CH:8][c:9]2[n:10][nH:11][c:12]3[cH:13][c:14]([CH:18]=[O:28])[cH:15][cH:16][c:17]23)[cH:5][cH:6]1. Reactants: N1=CC=CC=C1.F (hydrogen fluoride-pyridine), C(C)N(C(CCCCCSC1=C(C[C@H]([C@@H]1\C=C\[C@H](CCCCC)O[Si](C)(C)C(C)(C)C)O[Si](C)(C)C(C)(C)C)OC(CCC)=O)=O)CC (N,N-diethyl(11R,12S,13E,15S)-9-butyryloxy-11,15-bis(tert-butyldimethylsiloxy)-7-thiaprosta-8,13-dienamide). The product is C(C)N(C(CCCCCSC1=C(C[C@H]([C@@H]1\C=C\[C@H](CCCCC)O)O)OC(CCC)=O)=O)CC (N,N-diethyl(11R,12S,13E,15S)-9-butyryloxy-11,15-dihydroxy-7-thiaprosta-8,13-dienamide). The yield is 87.2%. RXN SMILES: N1C=CC=CC=1.F.[CH2:8]([N:10]([CH2:54][CH3:55])[C:11](=[O:53])[CH2:12][CH2:13][CH2:14][CH2:15][CH2:16][S:17][C:18]1[C@@H:22](/[CH:23]=[CH:24]/[C@@H:25]([O:31][Si](C(C)(C)C)(C)C)[CH2:26][CH2:27][CH2:28][CH2:29][CH3:30])[C@H:21]([O:39][Si](C(C)(C)C)(C)C)[CH2:20][C:19]=1[O:47][C:48](=[O:52])[CH2:49][CH2:50][CH3:51])[CH3:9]>>[CH2:54]([N:10]([CH2:8][CH3:9])[C:11](=[O:53])[CH2:12][CH2:13][CH2:14][CH2:15][CH2:16][S:17][C:18]1[C@@H:22](/[CH:23]=[CH:24]/[C@@H:25]([OH:31])[CH2:26][CH2:27][CH2:28][CH2:29][CH3:30])[C@H:21]([OH:39])[CH2:20][C:19]=1[O:47][C:48](=[O:52])[CH2:49][CH2:50][CH3:51])[CH3:55] |f:0.1|. Reported procedure: Using as the material and reagent a hydrogen fluoride-pyridine solution (0.2 ml) and N,N-diethyl(11R,12S,13E,15S)-9-butyryloxy-11,15-bis(tert-butyldimethylsiloxy)-7-thiaprosta-8,13-dienamide (169 mg), the same procedure as in Example 2 was performed to obtain N,N-diethyl(11R,12S,13E,15S)-9-butyryloxy-11,15-dihydroxy-7-thiaprosta-8,13-dienamide (101 mg, 78%).